This data is from the Open Reaction Database (ORD), a public repository of structured organic reaction records. The task is: describe an organic reaction: reactants, conditions, products, and yield Reactants: ice, CC1CCNC2=CC=CC=C12 (1,2,3,4-Tetrahydro-4-methylquinoline), [N+](=O)(O)[O-] (nitric acid), solution. Run in S(O)(O)(=O)=O (sulfuric acid). Reaction conditions: temperature 0 celsius, time 1 hour. The product is [N+](=O)([O-])C1=CC=C2C(CCNC2=C1)C (7-nitro-1,2,3,4-tetrahydro-4-methylquinoline). The yield is 55.6%. Reaction SMILES: [CH3:1][CH:2]1[C:11]2[C:6](=[CH:7][CH:8]=[CH:9][CH:10]=2)[NH:5][CH2:4][CH2:3]1.[N+:12]([O-])([OH:14])=[O:13]>S(=O)(=O)(O)O>[N+:12]([C:8]1[CH:7]=[C:6]2[C:11]([CH:2]([CH3:1])[CH2:3][CH2:4][NH:5]2)=[CH:10][CH:9]=1)([O-:14])=[O:13]. Procedure details: 1,2,3,4-Tetrahydro-4-methylquinoline (55 mg, 0.337 mmol) was dissolved in sulfuric acid (0.5 mL) and the temperature was lowered to 0° C. To this solution 90% fuming nitric acid (15 mL, 0.337 mmol) was added slowly and the mixture stirred at 0° C. for 1 h, then warmed to rt. The reaction mixture was poured onto 1 g of ice and extracted with dichloromethane (2×5 mL). The organic phase was washed with sat. NaHCO3 (1×3 mL) and concentrated in vacuo to a reddish residue that was subjected to chromat...